This data is from the Open Reaction Database (ORD), a public repository of structured organic reaction records. The task is: describe an organic reaction: reactants, conditions, products, and yield Reactants: Fc1cc(F)cc(CBr)c1, CN(C)C=O, [H-], O=[N+]([O-])c1ccc2cc[nH]c2c1. Product: O=[N+]([O-])c1ccc2ccn(Cc3cc(F)cc(F)c3)c2c1. As a reaction SMILES: [Br:14][CH2:15][c:16]1[cH:17][c:18]([F:23])[cH:19][c:20]([F:22])[cH:21]1.[CH3:24][N:25]([CH3:26])[CH:27]=[O:28].[H-:1].[N+:2](=[O:3])([O-:4])[c:5]1[cH:6][cH:7][c:8]2[cH:9][cH:10][nH:11][c:12]2[cH:13]1>>[N+:2](=[O:3])([O-:4])[c:5]1[cH:6][cH:7][c:8]2[cH:9][cH:10][n:11]([CH2:15][c:16]3[cH:17][c:18]([F:23])[cH:19][c:20]([F:22])[cH:21]3)[c:12]2[cH:13]1. Starting materials: BrC1=CC=C(C=C1)[C@H](C)N ((1S)-1-(4-bromophenyl)ethanamine), N(=C=O)C1=C2C=C(N=CC2=CC=C1)C (5-isocyanato-3-methylisoquinoline), N(=C=O)C1=C2C=CN=CC2=CC=C1 (5-isocyanatoisoquinoline). The product is BrC1=CC=C(C=C1)[C@H](C)NC(=O)NC1=C2C=C(N=CC2=CC=C1)C (N-[(1S)-1-(4-bromophenyl)ethyl]-N′-(3-methyl-5-isoquinolinyl)urea). As a reaction SMILES: [Br:1][C:2]1[CH:7]=[CH:6][C:5]([C@@H:8]([NH2:10])[CH3:9])=[CH:4][CH:3]=1.[N:11]([C:14]1[CH:23]=[CH:22][CH:21]=[C:20]2[C:15]=1[CH:16]=[C:17]([CH3:24])[N:18]=[CH:19]2)=[C:12]=[O:13].N(C1C=CC=C2C=1C=CN=C2)=C=O>>[Br:1][C:2]1[CH:7]=[CH:6][C:5]([C@@H:8]([NH:10][C:12]([NH:11][C:14]2[CH:23]=[CH:22][CH:21]=[C:20]3[C:15]=2[CH:16]=[C:17]([CH3:24])[N:18]=[CH:19]3)=[O:13])[CH3:9])=[CH:4][CH:3]=1. Procedure: The title compound was prepared using the procedure described in Example 61B using (1S)-1-(4-bromophenyl)ethanamine and the product from Example 154A instead of 4-cyanobenzyl alcohol and the product from Example 61A.